From a dataset of the Open Reaction Database (ORD), a public repository of structured organic reaction records. describe an organic reaction: reactants, conditions, products, and yield Reactants: CC(C)(C)OC(=O)COc1cccc2c1CCCC2NS(=O)(=O)c1cnc(Cl)c(Br)c1, CN(C)C=O, Oc1ccc(F)cc1Cl, [H-], [Na+]. Yields the product CC(C)(C)OC(=O)COc1cccc2c1CCCC2NS(=O)(=O)c1cnc(Oc2ccc(F)cc2Cl)c(Br)c1. RXN SMILES: [C:12]([CH3:13])([CH3:14])([CH3:15])[O:16][C:17]([CH2:18][O:19][c:20]1[cH:21][cH:22][cH:23][c:24]2[c:29]1[CH2:28][CH2:27][CH2:26][CH:25]2[NH:30][S:31](=[O:32])(=[O:33])[c:34]1[cH:35][n:36][c:37]([Cl:41])[c:38]([Br:40])[cH:39]1)=[O:42].[CH3:43][N:44]([CH3:45])[CH:46]=[O:47].[Cl:1][c:2]1[c:3]([OH:9])[cH:4][cH:5][c:6]([F:8])[cH:7]1.[H-:10].[Na+:11]>>[Cl:1][c:2]1[c:3]([O:9][c:37]2[n:36][cH:35][c:34]([S:31]([NH:30][CH:25]3[c:24]4[cH:23][cH:22][cH:21][c:20]([O:19][CH2:18][C:17]([O:16][C:12]([CH3:13])([CH3:14])[CH3:15])=[O:42])[c:29]4[CH2:28][CH2:27][CH2:26]3)(=[O:32])=[O:33])[cH:39][c:38]2[Br:40])[cH:4][cH:5][c:6]([F:8])[cH:7]1. Starting materials: FC=1C=CC2=C(C(N(CC=3N2C=NC3C(=O)OCC)C)=O)C1 (ethyl 8-fluoro-5,6-dihydro-5-methyl-6-oxo-4H-imidazo[1,5-a][1,4]-benzodiazepine-3-carboxylate), [OH-].[Na+] (sodium hydroxide), Cl (hydrochloric acid). Solvent: C(C)O (ethanol), O (water). Product: FC=1C=CC2=C(C(N(CC=3N2C=NC3C(=O)O)C)=O)C1 (8-fluoro-5,6-dihydro-5-methyl-6-oxo-4H-imidazo[1,5-a][1,4]benzodiazepine-3-carboxylic acid). Reaction SMILES: [F:1][C:2]1[CH:3]=[CH:4][C:5]2[N:11]3[CH:12]=[N:13][C:14]([C:15]([O:17]CC)=[O:16])=[C:10]3[CH2:9][N:8]([CH3:20])[C:7](=[O:21])[C:6]=2[CH:22]=1.[OH-].[Na+].Cl>C(O)C.O>[F:1][C:2]1[CH:3]=[CH:4][C:5]2[N:11]3[CH:12]=[N:13][C:14]([C:15]([OH:17])=[O:16])=[C:10]3[CH2:9][N:8]([CH3:20])[C:7](=[O:21])[C:6]=2[CH:22]=1 |f:1.2|. Procedure details: A solution of 3.03 g (10 mmol) of ethyl 8-fluoro-5,6-dihydro-5-methyl-6-oxo-4H-imidazo[1,5-a][1,4]-benzodiazepine-3-carboxylate and 0.44 g (11 mmol) of sodium hydroxide in 20 ml of ethanol and 10 ml of water is heated to boiling under reflux for 30 minutes. Subsequently, the mixture is treated with 11 ml of 1 N hydrochloric acid and concentrated to half of the volume. The precipitated crystals are filtered off under suction and dried. There is obtained 8-fluoro-5,6-dihydro-5-methyl-6-oxo-4H-imid...